From a dataset of the Open Reaction Database (ORD), a public repository of structured organic reaction records. describe an organic reaction: reactants, conditions, products, and yield Reactants: ClC=1C=C(C=CC1)/C=C/C(=O)N1[C@@H](CN(C(CC1)=O)CCCO)C ((R)-1-[(E)-3-(3-Chloro-phenyl)-acryloyl]-4-(3-hydroxy-propyl)-2-methyl-[1,4]diazepan-5-one), CC1(CCCC(N1[O])(C)C)C (TEMPO), [Br-].[K+] (potassium bromide), Cl[O-].[Na+] (sodium hypochlorite), C(=O)(O)[O-].[Na+] (NaHCO3). Reagents/catalysts: CO (MeOH). Solvent: ice. Yields the product ClC=1C=C(C=CC1)/C=C/C(=O)N1[C@@H](CN(C(CC1)=O)CCC(=O)O)C (3-{(R)-4-[(E)-3-(3-Chloro-phenyl)-acryloyl]-3-methyl-7-oxo-[1,4]diazepan-1-yl}-propionic acid). The yield is 92.0%. RXN SMILES: [Cl:1][C:2]1[CH:3]=[C:4](/[CH:8]=[CH:9]/[C:10]([N:12]2[CH2:18][CH2:17][C:16](=[O:19])[N:15]([CH2:20][CH2:21][CH2:22][OH:23])[CH2:14][C@H:13]2[CH3:24])=[O:11])[CH:5]=[CH:6][CH:7]=1.CC1(C)N([O])C(C)(C)CCC1.[Br-].[K+].Cl[O-].[Na+].C([O-])(O)=[O:42].[Na+]>CO>[Cl:1][C:2]1[CH:3]=[C:4](/[CH:8]=[CH:9]/[C:10]([N:12]2[CH2:18][CH2:17][C:16](=[O:19])[N:15]([CH2:20][CH2:21][C:22]([OH:42])=[O:23])[CH2:14][C@H:13]2[CH3:24])=[O:11])[CH:5]=[CH:6][CH:7]=1 |f:2.3,4.5,6.7,^1:28|. Procedure details: To 0.52 g (1 mmol) of (R)-1-[(E)-3-(3-Chloro-phenyl)-acryloyl]-4-(3-hydroxy-propyl)-2-methyl-[1,4]diazepan-5-one, 0.002 g (0.01 mmol) TEMPO in 5 ml of ice cold CH2Cl2 was added 0.018 g (0.2 mmol) of potassium bromide in a solution of 4.6 ml (6 mmol) of 13% sodium hypochlorite saturated with NaHCO3. The mixture was rapidly stirred for 5 minutes after which time a few drops of MeOH were added and the phases separated. The aqueous was acidified with 1N HCl and repeatedly extracted with CH2Cl2, drie... The reactants are CCOC(=O)C1(NC(=O)c2ccccc2C(C)(C)CC)Cc2ccccc2C1, CCO, [K+], [OH-], O. Yields the product CCC(C)(C)c1ccccc1C(=O)NC1(C(=O)O)Cc2ccccc2C1. As a reaction SMILES: [CH2:1]([CH3:2])[O:3][C:4](=[O:5])[C:6]1([NH:15][C:16]([c:17]2[c:18]([C:23]([CH2:24][CH3:25])([CH3:26])[CH3:27])[cH:19][cH:20][cH:21][cH:22]2)=[O:28])[CH2:7][c:8]2[cH:9][cH:10][cH:11][cH:12][c:13]2[CH2:14]1.[CH3:32][CH2:33][OH:34].[K+:30].[OH-:29].[OH2:31]>>[O:3]=[C:4]([OH:5])[C:6]1([NH:15][C:16]([c:17]2[c:18]([C:23]([CH2:24][CH3:25])([CH3:26])[CH3:27])[cH:19][cH:20][cH:21][cH:22]2)=[O:28])[CH2:7][c:8]2[cH:9][cH:10][cH:11][cH:12][c:13]2[CH2:14]1. Starting materials: COC([C@H](C)N(CC=O)C(=O)OCC1=CC=CC=C1)=O ((S)-2-[benzyloxycarbonyl-(2-oxo-ethyl)-amino]-propionic acid methyl ester), COC([C@H](C)N(CC=O)C(=O)OCC1=CC=CC=C1)=O ((S)-2-[benzyloxycarbonyl-(2-oxo-ethyl)-amino]-propionic acid methyl ester), N[C@H](CO)CCCO ((S)-2-amino-pentane-1,5-diol), C(C1=CC=CC=C1)OC(=O)N1[C@H](C(N2C(OCCC[C@H]2CO)C1)=O)C ((3S,5S)-5-hydroxymethyl-3-methyl-4-oxo-octahydro-9-oxa-2,4a-diaza-benzocycloheptene-2-carboxylic acid benzyl ester). Yields the product C(C1=CC=CC=C1)OC(=O)N1CC2N(C([C@@H]1C)=O)[C@H](CO2)CCCO ((3S,6S)-3-(3-Hydroxy-propyl)-6-methyl-5-oxo-hexahydro-oxazolo[3,2-a]pyrazine-7-carboxylic acid benzyl ester). RXN SMILES: COC(=O)[C@@H](N(C(OCC1C=CC=CC=1)=O)CC=O)C.N[C@@H](CCCO)CO.[CH2:29]([O:36][C:37]([N:39]1[CH2:51][CH:43]2[O:44][CH2:45][CH2:46][CH2:47][C@@H:48]([CH2:49][OH:50])[N:42]2[C:41](=[O:52])[C@@H:40]1[CH3:53])=[O:38])[C:30]1[CH:35]=[CH:34][CH:33]=[CH:32][CH:31]=1>>[CH2:29]([O:36][C:37]([N:39]1[C@@H:40]([CH3:53])[C:41](=[O:52])[N:42]2[C@@H:48]([CH2:47][CH2:46][CH2:45][OH:44])[CH2:49][O:50][CH:43]2[CH2:51]1)=[O:38])[C:30]1[CH:31]=[CH:32][CH:33]=[CH:34][CH:35]=1. Procedure: Condensation of (S)-2-[benzyloxycarbonyl-(2-oxo-ethyl)-amino]-propionic acid methyl ester (intermediate 1) with (S)-2-amino-pentane-1,5-diol in analogy with examples 1/2F produced a nearly statistical mixture of the title compound [light yellow gum, MS: 349.3 (M+H)+] and (3S,5S)-5-hydroxymethyl-3-methyl-4-oxo-octahydro-9-oxa-2,4a-diaza-benzocycloheptene-2-carboxylic acid benzyl ester [light yellow gum, MS:349.3 (M+H)|], which were separated by column chromatography (SiO2; DCM→DCM/MeOH/25% aq. am... Reactants: C(C)(C)(C)OC(NC1CN(C1)C1=NC(=NC=C1)NCCCC)=O ([1-(2-butylamino-pyrimidin-4-yl)-azetidin-3-yl]-carbamic acid tert-butyl ester), Cl (HCl), NC1CN(C1)C1=NC(=NC=C1)NCCCC ([4-(3-Amino-azetidin-1-yl)-pyrimidin-2-yl]-butyl-amine), CO (MeOH). The solvent is C(=O)O (formic acid). Run at time 22.5 minute. Yields the product NC1CN(C1)C1=NC(=NC=C1)CCCCN ([4-(3-Amino-azetidin-1-yl)-pyrimidin-2-yl]butyl-amine). Yield: 98.0%. As a reaction SMILES: [NH2:1][CH:2]1[CH2:5][N:4]([C:6]2[CH:11]=[CH:10][N:9]=[C:8](NCCCC)[N:7]=2)[CH2:3]1.C(OC(=O)NC1CN(C2C=CN=C([NH:34][CH2:35][CH2:36][CH2:37][CH3:38])N=2)C1)(C)(C)C.Cl.CO>C(O)=O>[NH2:1][CH:2]1[CH2:3][N:4]([C:6]2[CH:11]=[CH:10][N:9]=[C:8]([CH2:38][CH2:37][CH2:36][CH2:35][NH2:34])[N:7]=2)[CH2:5]1. Procedure details: [1-(2-Chloro-pyrimidin-4-yl)-azetidin-3-yl]-carbamic acid tert-butyl ester To a flask containing 2,4-dichloropyrimidine (1.6 g, 10.7 mmol) and N,N-diisopropylethylamine (3.5 mL, 20.1 mmol) in i-PrOH (40 mL) was added azetidin-3-yl-carbamic acid tert-butyl ester monohydrochloride (2.1 g. 12.2 mmol). The reaction mixture was heated to 70° C. for 72 h. The reaction was cooled to room temperature, concentrated and the crude residue was purified by flash chromatography on SiO2 (100% hexane increasing... The reactants are C(C1=CC=CC=C1)N1C(C2=CC=C(C=C2C(=C1C(=O)O)C1=CC=CC=C1)Br)=O (2-benzyl-6-bromo-1-oxo-4-phenyl-1,2-dihydroisoquinoline-3-carboxylic acid), C(C(=O)Cl)(=O)Cl (oxalyl chloride), CN(C)C=O (DMF). Run in O1CCCC1 (tetrahydrofuran). Run at time 1 hour. Product: C(C1=CC=CC=C1)N1C(C2=CC=C(C=C2C(=C1CO)C1=CC=CC=C1)Br)=O (2-benzyl-6-bromo-3-hydroxymethyl-4-phenyl-2H-isoquinolin-1-one). Isolated yield 22.7%. Reaction SMILES: [CH2:1]([N:8]1[C:17]([C:18](O)=[O:19])=[C:16]([C:21]2[CH:26]=[CH:25][CH:24]=[CH:23][CH:22]=2)[C:15]2[C:10](=[CH:11][CH:12]=[C:13]([Br:27])[CH:14]=2)[C:9]1=[O:28])[C:2]1[CH:7]=[CH:6][CH:5]=[CH:4][CH:3]=1.C(Cl)(=O)C(Cl)=O.CN(C=O)C>O1CCCC1>[CH2:1]([N:8]1[C:17]([CH2:18][OH:19])=[C:16]([C:21]2[CH:22]=[CH:23][CH:24]=[CH:25][CH:26]=2)[C:15]2[C:10](=[CH:11][CH:12]=[C:13]([Br:27])[CH:14]=2)[C:9]1=[O:28])[C:2]1[CH:3]=[CH:4][CH:5]=[CH:6][CH:7]=1. Procedure: To a solution of 2-benzyl-6-bromo-1-oxo-4-phenyl-1,2-dihydroisoquinoline-3-carboxylic acid (150 mg) in tetrahydrofuran (THF) (5 ml) were added oxalyl chloride (60 μl) and DMF (0.1 ml), and the mixture was stirred at room temperature for 1 hr. The solvent was concentrated under reduced pressure. A solution of the residue in THF (3 ml) was added dropwise to a suspension of sodium borohydride (39 mg) in 1,2-dimethoxyethane. The mixture was stirred under ice-cooling for 1 hr. and poured into 1N hydr... Starting materials: Cc1ccc2c(N3CCCC(CN(C(=O)[O-])C(C)(C)C)C3)nc(-c3ccccc3O)nc2c1, ClCCl, O=C(O)C(F)(F)F, [Na+], [OH-]. The product is Cc1ccc2c(N3CCCC(CN)C3)nc(-c3ccccc3O)nc2c1. Reaction SMILES: [C:1]([N:5]([C:2](=[O:3])[O-:4])[CH2:9][CH:10]1[CH2:11][N:12]([c:16]2[n:17][c:18](-[c:27]3[c:28]([OH:33])[cH:29][cH:30][cH:31][cH:32]3)[n:19][c:20]3[cH:21][c:22]([CH3:26])[cH:23][cH:24][c:25]23)[CH2:13][CH2:14][CH2:15]1)([CH3:6])([CH3:7])[CH3:8].[Cl:43][CH2:44][Cl:45].[F:34][C:35]([F:36])([F:37])[C:38]([OH:39])=[O:40].[Na+:42].[OH-:41]>>[NH2:5][CH2:9][CH:10]1[CH2:11][N:12]([c:16]2[n:17][c:18](-[c:27]3[c:28]([OH:33])[cH:29][cH:30][cH:31][cH:32]3)[n:19][c:20]3[cH:21][c:22]([CH3:26])[cH:23][cH:24][c:25]23)[CH2:13][CH2:14][CH2:15]1.